From a dataset of the Open Reaction Database (ORD), a public repository of structured organic reaction records. describe an organic reaction: reactants, conditions, products, and yield The reactants are CCCCCCCC(=O)NN, CC(CC=O)CC(C)(C)C, CCO. Product: CCCCCCCC(=O)NN=CCC(C)CC(C)(C)C. RXN SMILES: [C:1]([CH2:2][CH2:3][CH2:4][CH2:5][CH2:6][CH2:7][CH3:8])(=[O:9])[NH:10][NH2:11].[CH3:12][CH:13]([CH2:14][CH:15]=[O:16])[CH2:17][C:18]([CH3:19])([CH3:20])[CH3:21].[CH3:22][CH2:23][OH:24]>>[C:1]([CH2:2][CH2:3][CH2:4][CH2:5][CH2:6][CH2:7][CH3:8])(=[O:9])[NH:10][N:11]=[CH:15][CH2:14][CH:13]([CH3:12])[CH2:17][C:18]([CH3:19])([CH3:20])[CH3:21]. As a reaction SMILES: [CH3:1][O:2][CH:3]([C:4](=[O:5])[O:6][CH3:7])[O:8][CH3:9].[CH3:20][CH2:21][CH2:22][CH2:23][CH2:24][CH2:25][CH3:26].[Cl:10][c:11]1[c:12]([CH2:13][NH2:14])[cH:15][cH:16][c:17]([Cl:19])[cH:18]1>>[CH3:1][O:2][CH:3]([C:4](=[O:5])[NH:14][CH2:13][c:12]1[c:11]([Cl:10])[cH:18][c:17]([Cl:19])[cH:16][cH:15]1)[O:8][CH3:9]. Product: COC(OC)C(=O)NCc1ccc(Cl)cc1Cl. Reactants: COC(=O)C(OC)OC, CCCCCCC, NCc1ccc(Cl)cc1Cl. Starting materials: ClCCl, CCO, COC(=O)c1cc(Cl)c(OCCCN(C)C)c(Cl)c1, NN, O. Product: CN(C)CCCOc1c(Cl)cc(C(=O)NN)cc1Cl. Reaction SMILES: [CH2:26]([Cl:27])[Cl:28].[CH3:23][CH2:24][OH:25].[Cl:1][c:2]1[cH:3][c:4]([C:5](=[O:6])[O:7][CH3:8])[cH:9][c:10]([Cl:19])[c:11]1[O:12][CH2:13][CH2:14][CH2:15][N:16]([CH3:17])[CH3:18].[NH2:21][NH2:22].[OH2:20]>>[Cl:1][c:2]1[cH:3][c:4]([C:5](=[O:6])[NH:21][NH2:22])[cH:9][c:10]([Cl:19])[c:11]1[O:12][CH2:13][CH2:14][CH2:15][N:16]([CH3:17])[CH3:18]. Starting materials: O=C(OCc1ccccc1)c1ccc(N2CCNCC2)cc1, CCOC(=O)c1ccc(N2CCN(c3ccc(C(=O)Nc4ccc(C)c(I)c4)cn3)CC2)cc1, CCOC(C)=O, CCn1ccc2ccc(NC(=O)c3ccc(Cl)nc3)cc21. Product: CCn1ccc2ccc(NC(=O)c3ccc(N4CCN(c5ccc(C(=O)OCc6ccccc6)cc5)CC4)nc3)cc21. As a reaction SMILES: [CH2:22]([c:23]1[cH:24][cH:25][cH:26][cH:27][cH:28]1)[O:29][C:30]([c:31]1[cH:32][cH:33][c:34]([N:37]2[CH2:38][CH2:39][NH:40][CH2:41][CH2:42]2)[cH:35][cH:36]1)=[O:43].[CH2:44]([O:45][C:46](=[O:47])[c:48]1[cH:49][cH:50][c:51]([N:52]2[CH2:53][CH2:54][N:55]([c:56]3[cH:57][cH:58][c:59]([C:60](=[O:61])[NH:62][c:63]4[cH:64][cH:65][c:66]([CH3:67])[c:68]([I:69])[cH:70]4)[cH:71][n:72]3)[CH2:73][CH2:74]2)[cH:75][cH:76]1)[CH3:77].[CH3:78][CH2:79][O:80][C:81]([CH3:82])=[O:83].[Cl:1][c:2]1[n:3][cH:4][c:5]([C:6](=[O:7])[NH:8][c:9]2[cH:10][cH:11][c:12]3[cH:13][cH:14][n:15]([CH2:18][CH3:19])[c:16]3[cH:17]2)[cH:20][cH:21]1>>[c:2]1([N:40]2[CH2:39][CH2:38][N:37]([c:34]3[cH:33][cH:32][c:31]([C:30]([O:29][CH2:22][c:23]4[cH:24][cH:25][cH:26][cH:27][cH:28]4)=[O:43])[cH:36][cH:35]3)[CH2:42][CH2:41]2)[n:3][cH:4][c:5]([C:6](=[O:7])[NH:8][c:9]2[cH:10][cH:11][c:12]3[cH:13][cH:14][n:15]([CH2:18][CH3:19])[c:16]3[cH:17]2)[cH:20][cH:21]1. Reactants: O (water), CC=1N=C(SC1)N (4-methylthiazol-2-amine), ClC1=NC=CC(=C1)SC1=CC(=CC=C1)Cl (2-chloro-4-(3-chlorophenylthio)pyridine), P(=O)([O-])([O-])[O-].[K+].[K+].[K+] (potassium phosphate). The reagents and catalysts are C1(=CC=CC=C1)P(C1=CC=CC=2C(C3=CC=CC(=C3OC12)P(C1=CC=CC=C1)C1=CC=CC=C1)(C)C)C1=CC=CC=C1 (4,5-bis(diphenylphosphino)-9,9-dimethyl-9H-xanthene), C=1C=CC(=CC1)/C=C/C(=O)/C=C/C2=CC=CC=C2.C=1C=CC(=CC1)/C=C/C(=O)/C=C/C2=CC=CC=C2.C=1C=CC(=CC1)/C=C/C(=O)/C=C/C2=CC=CC=C2.[Pd].[Pd] (tris(dibenzylideneacetone)dipalladium). The solvent is C1(=CC=CC=C1)C (toluene). Yields the product ClC=1C=C(C=CC1)SC1=CC(=NC=C1)NC=1SC=C(N1)C (4-(3-chlorophenylthio)-N-(4-methylthiazol-2-yl)pyridin-2-amine). Isolated yield 76.7%. As a reaction SMILES: [CH3:1][C:2]1[N:3]=[C:4]([NH2:7])[S:5][CH:6]=1.Cl[C:9]1[CH:14]=[C:13]([S:15][C:16]2[CH:21]=[CH:20][CH:19]=[C:18]([Cl:22])[CH:17]=2)[CH:12]=[CH:11][N:10]=1.P([O-])([O-])([O-])=O.[K+].[K+].[K+].O>C1(C)C=CC=CC=1.C1C=CC(/C=C/C(/C=C/C2C=CC=CC=2)=O)=CC=1.C1C=CC(/C=C/C(/C=C/C2C=CC=CC=2)=O)=CC=1.C1C=CC(/C=C/C(/C=C/C2C=CC=CC=2)=O)=CC=1.[Pd].[Pd].C1(P(C2C=CC=CC=2)C2C3OC4C(=CC=CC=4P(C4C=CC=CC=4)C4C=CC=CC=4)C(C)(C)C=3C=CC=2)C=CC=CC=1>[Cl:22][C:18]1[CH:17]=[C:16]([S:15][C:13]2[CH:12]=[CH:11][N:10]=[C:9]([NH:7][C:4]3[S:5][CH:6]=[C:2]([CH3:1])[N:3]=3)[CH:14]=2)[CH:21]=[CH:20][CH:19]=1 |f:2.3.4.5,8.9.10.11.12|. Reported procedure: Using the method of Example 3, Step B, 4-methylthiazol-2-amine (7.007 mL, 4.905 mmol), 2-chloro-4-(3-chlorophenylthio)pyridine (1.382 g, 5.396 mmol), potassium phosphate (1.145 g, 5.396 mmol), tris(dibenzylideneacetone)dipalladium (0) (0.1123 g, 0.1226 mmol), 4,5-bis(diphenylphosphino)-9,9-dimethyl-9H-xanthene (0.07805 g, 0.1349 mmol) were reacted in toluene (7 mL) and water (2 mL) to afford 4-(3-chlorophenylthio)-N-(4-methylthiazol-2-yl)pyridin-2-amine (1.256 g, 75.93% yield) as off white solid... Starting materials: COC(=O)N1CCC(C(=O)O)CC1, CN(C(=O)c1ccc(C(F)(F)F)cn1)C1CCNCC1c1ccc(Cl)c(Cl)c1, Cl. The product is COC(=O)N1CCC(C(=O)N2CCC(N(C)C(=O)c3ccc(C(F)(F)F)cn3)C(c3ccc(Cl)c(Cl)c3)C2)CC1. RXN SMILES: [CH3:30][O:31][C:32](=[O:33])[N:34]1[CH2:35][CH2:36][CH:37]([C:40](=[O:41])[OH:42])[CH2:38][CH2:39]1.[Cl:2][c:3]1[cH:4][c:5]([CH:10]2[CH2:11][NH:12][CH2:13][CH2:14][CH:15]2[N:16]([C:17](=[O:18])[c:19]2[n:20][cH:21][c:22]([C:25]([F:26])([F:27])[F:28])[cH:23][cH:24]2)[CH3:29])[cH:6][cH:7][c:8]1[Cl:9].[ClH:1]>>[Cl:2][c:3]1[cH:4][c:5]([CH:10]2[CH2:11][N:12]([C:40]([CH:37]3[CH2:36][CH2:35][N:34]([C:32]([O:31][CH3:30])=[O:33])[CH2:39][CH2:38]3)=[O:41])[CH2:13][CH2:14][CH:15]2[N:16]([C:17](=[O:18])[c:19]2[n:20][cH:21][c:22]([C:25]([F:26])([F:27])[F:28])[cH:23][cH:24]2)[CH3:29])[cH:6][cH:7][c:8]1[Cl:9]. Reactants: N1=CC=NC2=CC(=CC=C12)N (Quinoxaline-6-ylamine), [N+](=O)([O-])C1=CC(=C(C=C1)N)N (4-nitro-1,2-phenylenediamine), C(=O)C=O (glyoxal). The solvent is C(C)#N (acetonitrile). Yields the product [N+](=O)([O-])C=1C=C2N=CC=NC2=CC1 (6-nitro-quinoxaline). Reaction SMILES: N1C2C(=CC(N)=CC=2)N=[CH:3][CH:2]=1.[N+:12]([C:15]1[CH:20]=[CH:19][C:18]([NH2:21])=[C:17]([NH2:22])[CH:16]=1)([O-:14])=[O:13].C(C=O)=O>C(#N)C>[N+:12]([C:15]1[CH:16]=[C:17]2[C:18](=[CH:19][CH:20]=1)[N:21]=[CH:3][CH:2]=[N:22]2)([O-:14])=[O:13]. Procedure details: Quinoxaline-6-ylamine. To a round-bottomed flask equipped with magnetic stirring was added 4-nitro-1,2-phenylenediamine (1.0 g, 6.5 mmol, Aldrich), acetonitrile (10 mL) and glyoxal (2.2 mL, 19 mmol, 40 wt. % in water, Aldrich). The reaction mixture was allowed to stir at 50° C. for 12 h, then concentrated in vacuo to yield 1.1 g crude 6-nitro-quinoxaline. The crude product was dissolved in methanol, treated with 10% Pd/C (10 mg, Aldrich) and stirred under H2 (1 atm) at 25° C. overnight. The reac...